This data is from the Open Reaction Database (ORD), a public repository of structured organic reaction records. The task is: describe an organic reaction: reactants, conditions, products, and yield Reactants: BrC=1C=CC(=NC1)C#CC1=CC=C(OCCN(CC)CC)C=C1 ({2-[4-(5-bromo-pyridin-2-ylethynyl)-phenoxy]-ethyl}-diethyl-amine), COC1=CC=C(C=C1)OB(O)O (4-methoxy-phenylboric acid), tetrakis-triphenylphosphane palladium, C(=O)([O-])[O-].[Na+].[Na+] (Na2CO3). Solvent: O1CCOCC1 (1,4-dioxane). Conditions: temperature 110 celsius. The product is C(C)N(CCOC1=CC=C(C=C1)C#CC1=NC=C(C=C1)C1=CC=C(C=C1)OC)CC (diethyl-(2-{4-[5-(4-methoxy-phenyl)-pyridin-2-ylethynyl]-phenoxy}-ethyl)-amine). Reaction SMILES: Br[C:2]1[CH:3]=[CH:4][C:5]([C:8]#[C:9][C:10]2[CH:23]=[CH:22][C:13]([O:14][CH2:15][CH2:16][N:17]([CH2:20][CH3:21])[CH2:18][CH3:19])=[CH:12][CH:11]=2)=[N:6][CH:7]=1.[CH3:24][O:25][C:26]1[CH:31]=[CH:30][C:29](OB(O)O)=[CH:28][CH:27]=1.C([O-])([O-])=O.[Na+].[Na+]>O1CCOCC1>[CH2:18]([N:17]([CH2:20][CH3:21])[CH2:16][CH2:15][O:14][C:13]1[CH:22]=[CH:23][C:10]([C:9]#[C:8][C:5]2[CH:4]=[CH:3][C:2]([C:29]3[CH:30]=[CH:31][C:26]([O:25][CH3:24])=[CH:27][CH:28]=3)=[CH:7][N:6]=2)=[CH:11][CH:12]=1)[CH3:19] |f:2.3.4|. Procedure details: A mixture of 200 mg (0.54 mmol) {2-[4-(5-bromo-pyridin-2-ylethynyl)-phenoxy]-ethyl}-diethyl-amine, 163 mg (1.07 mmol) 4-methoxy-phenylboric acid, 31 mg (0.03 mmol) tetrakis-triphenylphosphane-palladium and 0.27 mL of a 2 M aqueous Na2CO3 solution in 5 mL 1,4-dioxane is heated for 20 h at 110° C. under a nitrogen atmosphere. The solvent is distilled off i.vac., the residue is taken up in water, exhaustively extracted with EtOAc and dried over Na2SO4. After the desiccant and solvent have been elim... The reactants are C(C)(C)(C)OC(N[C@H](C(=O)N1[C@@H](CCC1)C1=CC(=NC=C1)C1=CNC2=CC=CC=C12)C1CCCCC1)=O (((S)-1-Cyclohexyl-2-{(S)-2-[2-(1H-indol-3-yl)-pyridin-4-yl]-pyrrolidin-1-yl}-2-oxo-ethyl)-carbamic acid tert-butyl ester), C(=O)(C(F)(F)F)O (TFA). Solvent: C(Cl)Cl (DCM). Reaction conditions: time 1 hour. Yields the product N[C@H](C(=O)N1[C@@H](CCC1)C1=CC(=NC=C1)C1=CNC2=CC=CC=C12)C1CCCCC1 ((S)-2-Amino-2-cyclohexyl-1-{(S)-2-[2-(1H-indole-3-yl)-pyridin-4-yl]-pyrrolidin-1-yl}-ethanone). RXN SMILES: C(OC(=O)[NH:7][C@@H:8]([CH:31]1[CH2:36][CH2:35][CH2:34][CH2:33][CH2:32]1)[C:9]([N:11]1[CH2:15][CH2:14][CH2:13][C@H:12]1[C:16]1[CH:21]=[CH:20][N:19]=[C:18]([C:22]2[C:30]3[C:25](=[CH:26][CH:27]=[CH:28][CH:29]=3)[NH:24][CH:23]=2)[CH:17]=1)=[O:10])(C)(C)C.C(O)(C(F)(F)F)=O>C(Cl)Cl>[NH2:7][C@@H:8]([CH:31]1[CH2:36][CH2:35][CH2:34][CH2:33][CH2:32]1)[C:9]([N:11]1[CH2:15][CH2:14][CH2:13][C@H:12]1[C:16]1[CH:21]=[CH:20][N:19]=[C:18]([C:22]2[C:30]3[C:25](=[CH:26][CH:27]=[CH:28][CH:29]=3)[NH:24][CH:23]=2)[CH:17]=1)=[O:10]. Procedure details: A solution of ((S)-1-Cyclohexyl-2-{(S)-2-[2-(1H-indol-3-yl)-pyridin-4-yl]-pyrrolidin-1-yl}-2-oxo-ethyl)-carbamic acid tert-butyl ester (120 mg, 0.24 mmol) in DCM (2 mL) is added TFA (2 mL). After stirring at room temperature for 1 h, the reaction mixture is concentrated down to give crude (S)-2-Amino-2-cyclohexyl-1-{(S)-2-[2-(1H-indole-3-yl)-pyridin-4-yl]-pyrrolidin-1-yl}-ethanone, which is used in next step without purification. Reactants: C(=O)NC=1SC=C(N1)C(C(=O)NC1[C@@H]2N(C(=C(CS2)OS(=O)(=O)C2=CC=C(C)C=C2)C(=O)OC(C2=CC=CC=C2)C2=CC=CC=C2)C1=O)=NOCC(=O)OC(C)(C)C (benzhydryl 7-[2-(2-formamidothiazol-4-yl)-2-tert-butoxycarbonylmethoxyiminoacetamido]-3-tosyloxy-3-cephem-4-carboxylate), ClC1=CC(=CC=C1)C(=O)OO (m-chloroperbenzoic acid). Solvent: C(Cl)Cl (methylene chloride). The product is C(=O)NC=1SC=C(N1)C(C(=O)NC1[C@@H]2N(C(=C(CS2=O)OS(=O)(=O)C2=CC=C(C)C=C2)C(=O)OC(C2=CC=CC=C2)C2=CC=CC=C2)C1=O)=NOCC(=O)OC(C)(C)C (benzhydryl 7-[2-(2-formamidothiazol-4-yl)-2-tert-butoxycarbonylmethoxyiminoacetamido]-3-tosyloxy-3-cephem-4-carboxylate-1-oxide). RXN SMILES: [CH:1]([NH:3][C:4]1[S:5][CH:6]=[C:7]([C:9](=[N:49][O:50][CH2:51][C:52]([O:54][C:55]([CH3:58])([CH3:57])[CH3:56])=[O:53])[C:10]([NH:12][CH:13]2[C:47](=[O:48])[N:15]3[C:16]([C:31]([O:33][CH:34]([C:41]4[CH:46]=[CH:45][CH:44]=[CH:43][CH:42]=4)[C:35]4[CH:40]=[CH:39][CH:38]=[CH:37][CH:36]=4)=[O:32])=[C:17]([O:20][S:21]([C:24]4[CH:30]=[CH:29][C:27]([CH3:28])=[CH:26][CH:25]=4)(=[O:23])=[O:22])[CH2:18][S:19][C@H:14]23)=[O:11])[N:8]=1)=[O:2].ClC1C=CC=C(C(OO)=[O:67])C=1>C(Cl)Cl>[CH:1]([NH:3][C:4]1[S:5][CH:6]=[C:7]([C:9](=[N:49][O:50][CH2:51][C:52]([O:54][C:55]([CH3:58])([CH3:57])[CH3:56])=[O:53])[C:10]([NH:12][CH:13]2[C:47](=[O:48])[N:15]3[C:16]([C:31]([O:33][CH:34]([C:35]4[CH:40]=[CH:39][CH:38]=[CH:37][CH:36]=4)[C:41]4[CH:42]=[CH:43][CH:44]=[CH:45][CH:46]=4)=[O:32])=[C:17]([O:20][S:21]([C:24]4[CH:30]=[CH:29][C:27]([CH3:28])=[CH:26][CH:25]=4)(=[O:22])=[O:23])[CH2:18][S:19](=[O:67])[C@H:14]23)=[O:11])[N:8]=1)=[O:2]. Procedure details: To a solution of benzhydryl 7-[2-(2-formamidothiazol-4-yl)-2-tert-butoxycarbonylmethoxyiminoacetamido]-3-tosyloxy-3-cephem-4-carboxylate (syn isomer) (3.2 g) in methylene chloride (20 ml) was added m-chloroperbenzoic acid (1.62 g) at ambient temperature. The mixture was stirred for an hour. The resulting solution was concentrated under reduced pressure and the residue was subjected to column chromatography on silica gel (eluent: benzene-ethyl acetate) to give benzhydryl 7-[2-(2-formamidothiazol-... The reactants are [OH-].[Na+] (sodium hydroxide), C(C#C)O (propargyl alcohol), C=1(C(=CC=CC1)C(=O)Cl)C (ortho-toluoyl chloride), C1(=CC=CC=C1)OC (anisole), C(C1=CC=CC=C1)(=O)C1=CC=CC=C1 (benzophenone), crude product, C1=C(C=CC2=CC=CC=C12)O (2-naphthol), C1(=CC=C(C=C1)S(=O)(=O)O)C (p-toluene sulfonic acid). Reagents/catalysts: [Cl-].[Al+3].[Cl-].[Cl-] (aluminum chloride). Solvent: C(=S)=S (carbon disulfide), C1=CC=CC=C1 (benzene). Run at time 8 hour. The product is CC1=C(C(=O)C2=CC=C(C=C2)OC)C=CC=C1 (2-methyl-4'-methoxybenzophenone). RXN SMILES: [C:1]1([CH3:10])[C:2]([C:7](Cl)=[O:8])=[CH:3][CH:4]=[CH:5][CH:6]=1.[C:11]1([O:17][CH3:18])[CH:16]=[CH:15][CH:14]=[CH:13][CH:12]=1.C(C1C=CC=CC=1)(=O)C1C=CC=CC=1.C(O)C#C.C1C2C(=CC=CC=2)C=CC=1O.C1(C)C=CC(S(O)(=O)=O)=CC=1.[OH-].[Na+]>[Cl-].[Al+3].[Cl-].[Cl-].C1C=CC=CC=1.C(=S)=S>[CH3:10][C:1]1[CH:6]=[CH:5][CH:4]=[CH:3][C:2]=1[C:7]([C:14]1[CH:15]=[CH:16][C:11]([O:17][CH3:18])=[CH:12][CH:13]=1)=[O:8] |f:6.7,8.9.10.11|. Procedure: 2-methyl-4'-methoxybenzophenone was prepared by the Friedel-Crafts reaction of ortho-toluoyl chloride and anisole using aluminum chloride as a catalyst and carbon disulfide as the solvent. 11.1 grams (0.05 mole) of the resulting benzophenone was converted to the propargyl alcohol using the method described in Example 1, Step 2. The crude product was mixed with 6 grams of 2-naphthol and 0.1 gram of p-toluene sulfonic acid in 200 milliliters of benzene and the mixture stirred overnight at room tem... Starting materials: C=CC(C)C(OC(=O)CC(CCC1(C)OC(c2ccccc2)OC1C=C)O[Si](C)(C)C(C)(C)C)C(C)=CCOCc1ccc(OC)cc1, Cc1cc(C(C)(C)C)c(O)c(C(C)(C)C)c1, Cc1ccccc1. Product: COc1ccc(COCC=C(C)C2OC(=O)CC(O[Si](C)(C)C(C)(C)C)CCC3(C)OC(c4ccccc4)OC3C=CC2C)cc1. RXN SMILES: [C:1]([CH3:2])([CH3:3])([CH3:4])[Si:5]([O:6][CH:7]([CH2:8][C:9](=[O:10])[O:11][CH:12]([C:13](=[CH:14][CH2:15][O:16][CH2:17][c:18]1[cH:19][cH:20][c:21]([O:24][CH3:25])[cH:22][cH:23]1)[CH3:26])[CH:27]([CH:28]=[CH2:29])[CH3:30])[CH2:31][CH2:32][C:33]1([CH3:46])[O:34][CH:35]([c:40]2[cH:41][cH:42][cH:43][cH:44][cH:45]2)[O:36][CH:37]1[CH:38]=[CH2:39])([CH3:47])[CH3:48].[CH3:49][c:50]1[cH:51][c:52]([C:53]([CH3:54])([CH3:55])[CH3:56])[c:57]([OH:58])[c:59]([C:60]([CH3:61])([CH3:62])[CH3:63])[cH:64]1.[CH3:65][c:66]1[cH:67][cH:68][cH:69][cH:70][cH:71]1>>[C:1]([CH3:2])([CH3:3])([CH3:4])[Si:5]([O:6][CH:7]1[CH2:8][C:9](=[O:10])[O:11][CH:12]([C:13](=[CH:14][CH2:15][O:16][CH2:17][c:18]2[cH:19][cH:20][c:21]([O:24][CH3:25])[cH:22][cH:23]2)[CH3:26])[CH:27]([CH3:30])[CH:39]=[CH:38][CH:37]2[C:33]([CH3:46])([CH2:32][CH2:31]1)[O:34][CH:35]([c:40]1[cH:41][cH:42][cH:43][cH:44][cH:45]1)[O:36]2)([CH3:47])[CH3:48]. Starting materials: S(=O)(Cl)Cl (Thionyl chloride), FC1=C(C(=O)N)C=C(C=C1F)C(F)(F)F (2,3-difluoro-5-(trifluoromethyl)benzamide), CN(C=O)C (dimethylformamide), C([O-])([O-])=O.[K+].[K+] (potassium carbonate). The solvent is CCCCC (pentane). Run at time 1 hour. Yields the product FC1=C(C#N)C=C(C=C1F)C(F)(F)F (2,3-difluoro-5-(trifluoromethyl) benzonitrile). Isolated yield 56.0%. As a reaction SMILES: S(Cl)(Cl)=O.[F:5][C:6]1[C:14]([F:15])=[CH:13][C:12]([C:16]([F:19])([F:18])[F:17])=[CH:11][C:7]=1[C:8]([NH2:10])=O.CN(C)C=O.C(=O)([O-])[O-].[K+].[K+]>CCCCC>[F:5][C:6]1[C:14]([F:15])=[CH:13][C:12]([C:16]([F:19])([F:17])[F:18])=[CH:11][C:7]=1[C:8]#[N:10] |f:3.4.5|. Procedure details: Thionyl chloride, 6.0 g (50 mmol) was added to a slurry of 4.0 g (18 mmol) 2,3-difluoro-5-(trifluoromethyl)benzamide and 15 mL dimethylformamide at 0° C. After stirring for 1 hour, the reaction mixture was diluted with 25 mL pentane and neutralized by dropwise addition of a saturated potassium carbonate solution and filtered. The pentane solution was dried and distilled to yield 2,3-difluoro-5-(trifluoromethyl) benzonitrile in 56% yield, bp 65°-70° C./20 mm Hg. The reactants are FC(CO)(F)F (2,2,2-Trifluoroethanol), [H-].[Na+] (sodium hydride), C(C=C)OC1=CN(C2=CC(=CC=C2C1=O)F)C (3-allyloxy-7-fluoro-1-methyl-4-quinolone). Run in O1CCOCC1 (dioxan). The product is C(C=C)OC1=CN(C2=CC(=CC=C2C1=O)OCC(F)(F)F)C (3-allyloxy-1-methyl-7-(2,2,2-trifluoroethoxy)-4-quinolone). Reaction SMILES: [F:1][C:2]([F:6])([F:5])[CH2:3][OH:4].[H-].[Na+].[CH2:9]([O:12][C:13]1[C:22](=[O:23])[C:21]2[C:16](=[CH:17][C:18](F)=[CH:19][CH:20]=2)[N:15]([CH3:25])[CH:14]=1)[CH:10]=[CH2:11]>O1CCOCC1>[CH2:9]([O:12][C:13]1[C:22](=[O:23])[C:21]2[C:16](=[CH:17][C:18]([O:4][CH2:3][C:2]([F:6])([F:5])[F:1])=[CH:19][CH:20]=2)[N:15]([CH3:25])[CH:14]=1)[CH:10]=[CH2:11] |f:1.2|. Reported procedure: 2,2,2-Trifluoroethanol (7.0 ml) was added to a stirred suspension of sodium hydride (4.0 g of a 50% dispersion in mineral oil) in dioxan (60 ml). After 30 minutes 3-allyloxy-7-fluoro-1-methyl-4-quinolone (2.8 g) was added and the mixture heated under reflux for 24 hours. The solvent was removed by evaporation under reduced pressure at 40°. The residue was dissolved in water (150 ml) and the solution extracted with dichloromethane (3×150 ml). The combined extracts were dried over magnesium sulpha...